This data is from the Open Reaction Database (ORD), a public repository of structured organic reaction records. The task is: describe an organic reaction: reactants, conditions, products, and yield Reactants: C[Si](OC1=CC(=C(C=2C(OC[C@@H](CCC(N[C@@H](CSCC21)C2=NC(=NO2)C)=S)COS(=O)(=O)C)=O)C)OC)(C(C(C)C)(C)C)C ((4R,9R)-16-[dimethyl-(1,1,2-trimethylpropyl)silanyloxy]-14-methoxy-13-methyl-4-(3-methyl[1,2,4]oxadiazol-5-yl)-9-(methylsulfonyloxymethyl)-6-thioxo-1,3,4,5,6,7,8,9,10,12-decahydro-11,2,5-benzoxathiaazacyclotetradecin-12-one), N1CCOCC1 (morpholine). The solvent is CO (methanol). Run at temperature 20 celsius, time 18 hour. Yields the product OC1=CC(=C(C=2C(OC[C@@H](CCC(N[C@@H](CSCC21)C2=NC(=NO2)C)=S)CN2CCOCC2)=O)C)OC ((4R,9S)-16-hydroxy-14-methoxy-13-methyl-4-(3-methyl-1,2,4-oxadiazol-5-yl)-9-(morpholin-4-ylmethyl)-6-thioxo-1,3,4,5,6,7,8,9,10,12-decahydro-11,2,5-benzoxathiaazacyclotetradecin-12-one). As a reaction SMILES: C[Si](C)(C(C)(C)C(C)C)[O:3][C:4]1[C:21]2[CH2:20][S:19][CH2:18][C@@H:17]([C:22]3[O:26][N:25]=[C:24]([CH3:27])[N:23]=3)[NH:16][C:15](=[S:28])[CH2:14][CH2:13][C@@H:12]([CH2:29]OS(C)(=O)=O)[CH2:11][O:10][C:9](=[O:35])[C:8]=2[C:7]([CH3:36])=[C:6]([O:37][CH3:38])[CH:5]=1.[NH:46]1[CH2:51][CH2:50][O:49][CH2:48][CH2:47]1>CO>[OH:3][C:4]1[C:21]2[CH2:20][S:19][CH2:18][C@@H:17]([C:22]3[O:26][N:25]=[C:24]([CH3:27])[N:23]=3)[NH:16][C:15](=[S:28])[CH2:14][CH2:13][C@@H:12]([CH2:29][N:46]3[CH2:51][CH2:50][O:49][CH2:48][CH2:47]3)[CH2:11][O:10][C:9](=[O:35])[C:8]=2[C:7]([CH3:36])=[C:6]([O:37][CH3:38])[CH:5]=1. Procedure details: A solution of 46 mg of (4R,9R)-16-[dimethyl-(1,1,2-trimethylpropyl)silanyloxy]-14-methoxy-13-methyl-4-(3-methyl[1,2,4]oxadiazol-5-yl)-9-(methylsulfonyloxymethyl)-6-thioxo-1,3,4,5,6,7,8,9,10,12-decahydro-11,2,5-benzoxathiaazacyclotetradecin-12-one in a mixture of 0.25 ml of morpholine and 0.25 ml of methanol was stirred at 20° C. for 18 h. The solution was evaporated in vacuo and the residue was treated with ammonium fluoride in methanol in an analogous manner to the procedure described in Exampl... The reactants are C(C)C=1C(NC2=CC=C(C=C2N1)C(C(C)C)N1C=NC=C1)=O (3-ethyl-6-[1-(1H-imidazol-1-yl)-2-methylpropyl]-2(1H)-quinoxalinone), O=C(C(=O)O)CC (2-oxobutanoic acid). Product: C(C)C=1C(NC2=CC(=CC=C2N1)C(C(C)C)N1C=NC=C1)=O (3-ethyl-7-[1-(1H-imidazol-1-yl)-2-methylpropyl]-2(1H)-quinoxalinone). Reaction SMILES: C(C1C(=O)[NH:5][C:6]2[C:11]([N:12]=1)=[CH:10][C:9]([CH:13]([N:17]1[CH:21]=[CH:20][N:19]=[CH:18]1)[CH:14]([CH3:16])[CH3:15])=[CH:8][CH:7]=2)C.O=[C:24]([CH2:28][CH3:29])[C:25](O)=[O:26]>>[CH2:28]([C:24]1[C:25](=[O:26])[NH:12][C:11]2[C:6]([N:5]=1)=[CH:7][CH:8]=[C:9]([CH:13]([N:17]1[CH:21]=[CH:20][N:19]=[CH:18]1)[CH:14]([CH3:15])[CH3:16])[CH:10]=2)[CH3:29]. Procedure details: 3-ethyl-6-[1-(1H-imidazol-1-yl)-2-methylpropyl]-2(1H)-quinoxalinone; mp. 203.7° C. (comp. 104) and 3-ethyl-7-[1-(1H-imidazol-1-yl)-2-methylpropyl]-2(1H)-quinoxalinone (comp. 314) were prepared following substantially the same procedures as in example 23a were used except that 2-oxobutanoic acid was used in place of 2-oxopentanoic acid. Starting materials: C(C)(C)(C)OC(=O)N1[C@H](C(=O)N2[C@H](C(=O)NCC3=C(C=CC(=C3)Cl)N3N=CN=C3)CCC2)C(CC1)C(C)C (1-(tert-butoxycarbonyl)-3-isopropylprolyl-N-[5-chloro-2-(1H-1,2,4-triazol-1-yl)benzyl]-L-prolinamide), Cl (HCl). Run in O1CCOCC1 (dioxane), O1CCOCC1 (dioxane). Reaction conditions: time 1 hour. Yields the product C(C)(C)C1[C@H](NCC1)C(=O)N1[C@H](C(=O)NCC2=C(C=CC(=C2)Cl)N2N=CN=C2)CCC1 (3-isopropylprolyl-N-[5-chloro-2-(1H-1,2,4-triazol-1-yl)benzyl]-L-prolinamide). As a reaction SMILES: C(OC([N:8]1[CH2:35][CH2:34][CH:33]([CH:36]([CH3:38])[CH3:37])[C@H:9]1[C:10]([N:12]1[CH2:32][CH2:31][CH2:30][C@H:13]1[C:14]([NH:16][CH2:17][C:18]1[CH:23]=[C:22]([Cl:24])[CH:21]=[CH:20][C:19]=1[N:25]1[CH:29]=[N:28][CH:27]=[N:26]1)=[O:15])=[O:11])=O)(C)(C)C.Cl>O1CCOCC1>[CH:36]([CH:33]1[CH2:34][CH2:35][NH:8][C@@H:9]1[C:10]([N:12]1[CH2:32][CH2:31][CH2:30][C@H:13]1[C:14]([NH:16][CH2:17][C:18]1[CH:23]=[C:22]([Cl:24])[CH:21]=[CH:20][C:19]=1[N:25]1[CH:29]=[N:28][CH:27]=[N:26]1)=[O:15])=[O:11])([CH3:38])[CH3:37]. Procedure details: To a stirred solution of diastereomer A of 1-(tert-butoxycarbonyl)-3-isopropylprolyl-N-[5-chloro-2-(1H-1,2,4-triazol-1-yl)benzyl]-L-prolinamide (96 mg, 0.18 mmol) in dioxane (5.0 mL) was added 4.0 N HCl in dioxane in excess. After 1 h, the solvent was removed in vacuo to give the HCl salt of the title compound as a yellow solid. LCMS (M+H): 445.3. 1H NMR (CD3OD, 400 MHz): δ 9.05 (s, 1 H), 8.38 (s, 1 H), 7.71 (s, 1 H), 7.51–7.45 (m, 2 H), 4.48–4.42 (m, 2 H), 4.39 (d, J=16.0 Hz, 1 H), 4.24 (d, J=1... Reactants: [OH-].[Na+] (sodium hydroxide), F[B-](F)(F)F.C[O+](C)C (Trimethyloxonium tetrafluoroborate), CC1=CC=CC(N1)=O (6-methylpyridin-2-one). The solvent is ClCCl (Dichloromethane), ClCCl (dichloromethane). Run at time 24 hour. Yields the product COC1=NC(=CC=C1)C (2-Methoxy-6-methylpyridine). Isolated yield 27.3%. RXN SMILES: F[B-](F)(F)F.[CH3:6][O+:7]([CH3:9])C.[CH3:10][C:11]1[NH:16]C(=O)[CH:14]=[CH:13][CH:12]=1.[OH-].[Na+]>ClCCl>[CH3:6][O:7][C:9]1[CH:14]=[CH:13][CH:12]=[C:11]([CH3:10])[N:16]=1 |f:0.1,3.4|. Procedure: Trimethyloxonium tetrafluoroborate (10.0 g, 67.6 mmol) was added portionwise to a suspension of 6-methylpyridin-2-one (7.3 g, 67.0 mmol) in dichloromethane (100 ml), and once addition was complete, the reaction was stirred at room temperature for 24 hours. Dichloromethane (50 ml) and aqueous sodium hydroxide solution (50 ml, 2N) were added and the layers separated. The aqueous phase was extracted with dichloromethane (2×50 ml), the combined organic solutions washed with brine (50 ml), dried (MgS... Starting materials: FC(C=1C=C(C=C(C1)C(F)(F)F)C1CN(C(O1)=O)CC1=C(C=CC(=C1)C(F)(F)F)I)(F)F (5-[3,5-bis(trifluoromethyl)phenyl]-3-[2-iodo-5-(trifluoromethyl)benzyl]-1,3-oxazolidin-2-one), COC1=C(C=C(C=C1)C(F)(F)F)B(O)O ([2-methoxy-5-(trifluoromethyl)phenyl]boronic acid), C([O-])([O-])=O.[Na+].[Na+] (sodium carbonate). The reagents and catalysts are C=1C=CC(=CC1)[P](C=2C=CC=CC2)(C=3C=CC=CC3)[Pd]([P](C=4C=CC=CC4)(C=5C=CC=CC5)C=6C=CC=CC6)([P](C=7C=CC=CC7)(C=8C=CC=CC8)C=9C=CC=CC9)[P](C=1C=CC=CC1)(C=1C=CC=CC1)C=1C=CC=CC1 (tetrakis(triphenylphosphine)palladium). Yields the product FC(C=1C=C(C=C(C1)C(F)(F)F)C1CN(C(O1)=O)CC1=C(C=CC(=C1)C(F)(F)F)C1=C(C=CC(=C1)C(F)(F)F)OC)(F)F (5-[3,5-bis(trifluoromethyl)phenyl]-3-{[2′-methoxy-4,5′-bis(trifluoromethyl)-biphenyl-2-yl]methyl}-1,3-oxazolidin-2-one). RXN SMILES: [F:1][C:2]([F:32])([F:31])[C:3]1[CH:4]=[C:5]([CH:13]2[O:17][C:16](=[O:18])[N:15]([CH2:19][C:20]3[CH:25]=[C:24]([C:26]([F:29])([F:28])[F:27])[CH:23]=[CH:22][C:21]=3I)[CH2:14]2)[CH:6]=[C:7]([C:9]([F:12])([F:11])[F:10])[CH:8]=1.[CH3:33][O:34][C:35]1[CH:40]=[CH:39][C:38]([C:41]([F:44])([F:43])[F:42])=[CH:37][C:36]=1B(O)O.C(=O)([O-])[O-].[Na+].[Na+]>C1C=CC([P]([Pd]([P](C2C=CC=CC=2)(C2C=CC=CC=2)C2C=CC=CC=2)([P](C2C=CC=CC=2)(C2C=CC=CC=2)C2C=CC=CC=2)[P](C2C=CC=CC=2)(C2C=CC=CC=2)C2C=CC=CC=2)(C2C=CC=CC=2)C2C=CC=CC=2)=CC=1>[F:1][C:2]([F:32])([F:31])[C:3]1[CH:4]=[C:5]([CH:13]2[O:17][C:16](=[O:18])[N:15]([CH2:19][C:20]3[CH:25]=[C:24]([C:26]([F:29])([F:28])[F:27])[CH:23]=[CH:22][C:21]=3[C:36]3[CH:37]=[C:38]([C:41]([F:44])([F:43])[F:42])[CH:39]=[CH:40][C:35]=3[O:34][CH3:33])[CH2:14]2)[CH:6]=[C:7]([C:9]([F:12])([F:11])[F:10])[CH:8]=1 |f:2.3.4,^1:57,59,78,97|. Reported procedure: 5-[3,5-bis(trifluoromethyl)phenyl]-3-[2-iodo-5-(trifluoromethyl)benzyl]-1,3-oxazolidin-2-one (Example 66, 100 mg; 0.171 mmol) was treated with [2-methoxy-5-(trifluoromethyl)phenyl]boronic acid (Step B, 113 mg; 0.514 mmol), tetrakis(triphenylphosphine)palladium (0) (24 mg; 0.0206 mmol), and sodium carbonate (148 mg) as described in Example 291 to afford 5-[3,5-bis(trifluoromethyl)phenyl]-3-{[2′-methoxy-4,5′-bis(trifluoromethyl)-biphenyl-2-yl]methyl}-1,3-oxazolidin-2-one as a clear glass. LCMS=612... Starting materials: F[B-](F)(F)F, CC#N, CCOC(C)=O, CCN(C(C)C)C(C)C, O=C(O)CNC(=O)c1cccc(C(F)(F)F)c1, COCC1CC(NC(=O)OC(C)(C)C)CCC1N, CN(C)C(On1nnc2ccccc21)=[N+](C)C. The product is COCC1CC(NC(=O)OC(C)(C)C)CCC1NC(=O)CNC(=O)c1cccc(C(F)(F)F)c1. Reaction SMILES: [B-:45]([F:46])([F:47])([F:48])[F:49].[CH3:67][C:68]#[N:69].[CH3:70][CH2:71][O:72][C:73](=[O:74])[CH3:75].[CH:36]([N:37]([CH:38]([CH3:39])[CH3:40])[CH2:41][CH3:42])([CH3:43])[CH3:44].[F:19][C:20]([c:21]1[cH:22][c:23]([C:24](=[O:25])[NH:26][CH2:27][C:28](=[O:29])[OH:30])[cH:31][cH:32][cH:33]1)([F:34])[F:35].[NH2:1][CH:2]1[CH:3]([CH2:16][O:17][CH3:18])[CH2:4][CH:5]([NH:8][C:9]([O:10][C:11]([CH3:12])([CH3:13])[CH3:14])=[O:15])[CH2:6][CH2:7]1.[n:50]1([O:51][C:52]([N:53]([CH3:54])[CH3:55])=[N+:56]([CH3:57])[CH3:58])[c:59]2[cH:60][cH:61][cH:62][cH:63][c:64]2[n:65][n:66]1>>[NH:1]([CH:2]1[CH:3]([CH2:16][O:17][CH3:18])[CH2:4][CH:5]([NH:8][C:9]([O:10][C:11]([CH3:12])([CH3:13])[CH3:14])=[O:15])[CH2:6][CH2:7]1)[C:28]([CH2:27][NH:26][C:24]([c:23]1[cH:22][c:21]([C:20]([F:19])([F:34])[F:35])[cH:33][cH:32][cH:31]1)=[O:25])=[O:29].